This data is from the Open Reaction Database (ORD), a public repository of structured organic reaction records. The task is: describe an organic reaction: reactants, conditions, products, and yield The reactants are CON(C(=O)C1=CN(C2=CC=CC=C2C1=O)CC1=NC(=CC=C1)Br)C (1-(6-bromo-pyridin-2-ylmethyl)-4-oxo-1,4-dihydro-quinoline-3-carboxylic acid methoxy-methyl-amide), white solid. The solvent is CC=1C(=NC=CC1)[Mg]Br (3-methyl-2-pyridylmagnesium bromide), C1CCOC1 (THF). Product: BrC1=CC=CC(=N1)CN1C=C(C(C2=CC=CC=C12)=O)C(=O)C1=NC=CC=C1C (1-(6-Bromo-pyridin-2-ylmethyl)-3-(3-methyl-pyridine-2-carbonyl)-1H-quinolin-4-one). As a reaction SMILES: CON(C)[C:4]([C:6]1[C:15](=[O:16])[C:14]2[C:9](=[CH:10][CH:11]=[CH:12][CH:13]=2)[N:8]([CH2:17][C:18]2[CH:23]=[CH:22][CH:21]=[C:20]([Br:24])[N:19]=2)[CH:7]=1)=[O:5]>C1COCC1.CC1C([Mg]Br)=NC=CC=1>[Br:24][C:20]1[N:19]=[C:18]([CH2:17][N:8]2[C:9]3[C:14](=[CH:13][CH:12]=[CH:11][CH:10]=3)[C:15](=[O:16])[C:6]([C:4]([C:7]3[C:6]([CH3:4])=[CH:15][CH:14]=[CH:9][N:8]=3)=[O:5])=[CH:7]2)[CH:23]=[CH:22][CH:21]=1. Procedure details: Experimental conditions analogous to those described for Step 6 of Example 60 from 90 mg (0.22 mmol) of 1-(6-bromo-pyridin-2-ylmethyl)-4-oxo-1,4-dihydro-quinoline-3-carboxylic acid methoxy-methyl-amide in 1 mL THF and 1.96 mL 0.25M 3-methyl-2-pyridylmagnesium bromide. Yield: 22 mg of a white solid. LC-MSD, m/z for C22H16BrN3O2 [M+H]+=434.0, 436.0; HPLC retention time: 1.8 min. Starting materials: CS(=O)(=O)Cl, ClCCl, COC(=O)c1cc(N)c(F)cc1F, c1ccncc1. The product is COC(=O)c1cc(NS(C)(=O)=O)c(F)cc1F. Reaction SMILES: [CH3:20][S:21]([Cl:22])(=[O:23])=[O:24].[Cl:25][CH2:26][Cl:27].[NH2:1][c:2]1[c:3]([F:13])[cH:4][c:5]([F:12])[c:6]([C:7](=[O:8])[O:9][CH3:10])[cH:11]1.[cH:14]1[cH:15][cH:16][n:17][cH:18][cH:19]1>>[NH:1]([c:2]1[c:3]([F:13])[cH:4][c:5]([F:12])[c:6]([C:7](=[O:8])[O:9][CH3:10])[cH:11]1)[S:21]([CH3:20])(=[O:23])=[O:24]. Starting materials: ClC=1C=CC2=C(N=C(C(=N2)O)C2=CC=CC=C2)N1 (6-Chloro-3-phenylpyrido[2,3-]pyrazin-2-ol), NN (hydrazine), O1CCOCC1 (Dioxane). Solvent: C(C)(=O)OCC (ethyl acetate). Run at temperature 100 celsius. The product is N(N)C=1C=CC=2C(=NC(=C(N2)O)C2=CC=CC=C2)N1 (6-Hydrazino-3-phenylpyrido[2,3-b]pyrazin-2-ol). RXN SMILES: Cl[C:2]1[CH:3]=[CH:4][C:5]2[N:10]=[C:9]([OH:11])[C:8]([C:12]3[CH:17]=[CH:16][CH:15]=[CH:14][CH:13]=3)=[N:7][C:6]=2[N:18]=1.[NH2:19][NH2:20].O1CCOCC1>C(OCC)(=O)C>[NH:19]([C:2]1[CH:3]=[CH:4][C:5]2[C:6]([N:18]=1)=[N:7][C:8]([C:12]1[CH:17]=[CH:16][CH:15]=[CH:14][CH:13]=1)=[C:9]([OH:11])[N:10]=2)[NH2:20]. Procedure details: To a flask was added 6-chloro-3-phenylpyrido[2,3-b]pyrazin-2-ol (8-2, 3.41 g, 13.23 mmol), anhydrous hydrazine (5.0 mL, 159 mmol), and finally 1.4 Dioxane (60 mL). The stirred reaction mixture was then heated to 100° C. in a hot oil bath under an atmosphere of nitrogen with an air cooled reflux condenser attached. Upon completion of the reaction the mixture was cooled to room temperature, suspended in ethyl acetate and washed with a saturated solution of sodium bicarbonate, followed by water, th... Starting materials: CN(C(=N)N(C)C)C (1,1,3,3-tetramethylguanidine), FC(C(=O)OCC)(F)F (ethyl trifluoroacetate), FC1=CC=C(C=C1)N1N=CC2=CC(=CC=C12)O[C@@H]([C@H](C)N)C1=CC=C(C=C1)SC1CC1 ((1R,2S)-1-{[1-(4-Fluorophenyl)-1H-indazol-5-yl]oxy}-1-[4-(cyclopropylthio)phenyl]propan-2-amine). The solvent is CO (MeOH). Reaction conditions: time 2 hour. The product is C1(CC1)SC1=CC=C(C=C1)[C@H]([C@H](C)NC(C(F)(F)F)=O)OC=1C=C2C=NN(C2=CC1)C1=CC=C(C=C1)F (N-[(1R,2S)-1-(4-cyclopropylsulfanylphenyl)-1-[1-(4-fluorophenyl)indazol-5-yl]oxy-propan-2-yl]-2,2,2-trifluoro-acetamide). RXN SMILES: [F:1][C:2]1[CH:7]=[CH:6][C:5]([N:8]2[C:16]3[C:11](=[CH:12][C:13]([O:17][C@H:18]([C:22]4[CH:27]=[CH:26][C:25]([S:28][CH:29]5[CH2:31][CH2:30]5)=[CH:24][CH:23]=4)[C@@H:19]([NH2:21])[CH3:20])=[CH:14][CH:15]=3)[CH:10]=[N:9]2)=[CH:4][CH:3]=1.CN(C)C(N(C)C)=N.[F:40][C:41]([F:48])([F:47])[C:42](OCC)=[O:43]>CO>[CH:29]1([S:28][C:25]2[CH:24]=[CH:23][C:22]([C@@H:18]([O:17][C:13]3[CH:12]=[C:11]4[C:16](=[CH:15][CH:14]=3)[N:8]([C:5]3[CH:4]=[CH:3][C:2]([F:1])=[CH:7][CH:6]=3)[N:9]=[CH:10]4)[C@@H:19]([NH:21][C:42](=[O:43])[C:41]([F:48])([F:47])[F:40])[CH3:20])=[CH:27][CH:26]=2)[CH2:31][CH2:30]1. Reported procedure: (1R,2S)-1-{[1-(4-Fluorophenyl)-1H-indazol-5-yl]oxy}-1-[4-(cyclopropylthio)phenyl]propan-2-amine (62 mg, 0.14 mmol) was dissolved in MeOH (2 mL), 1,1,3,3-tetramethylguanidine (100 μL, 0.8 mmol) and ethyl trifluoroacetate (83 μL, 0.7 mmol) was added. The mixture was stirred at r.t. for 2 h, the solvents was removed by evaporation and the residual material was treated with water and a few drops of dilute HCl(aq) until slightly acidic. The formed slurry was extracted with DCM and EtOAc, the combined... Starting materials: [N+](=O)([O-])C=1C=C(C=CC1)CC(=O)N[C@@H](C)C(=O)O (N-(3-nitrophenylacetyl)-L-alanine), N[C@H](C(=O)N1CCOCC1)C(C)OC(C)(C)C (4-[(S)-2-amino-3-tert-butoxybutyryl]-morpholine), C(=O)(OC(C)(C)C)N[C@@H]([C@H](OC(C)(C)C)C)C(=O)O (N-BOC-O-tert-butyl-L-threonine), N1CCOCC1 (morpholine). Solvent: C(Cl)(Cl)Cl.CO (CHCl3 MeOH). Yields the product [N+](=O)([O-])C=1C=C(C=CC1)CC(=O)N[C@@H](C)C(=O)N[C@H](C(=O)N1CCOCC1)C(C)OC(C)(C)C (4-[N-[N-(3-Nitrophenylacetyl)-L-alaninyl]-(S)-2-amino-3-tert-butoxybutyryl]morpholine). Reaction SMILES: [N+:1]([C:4]1[CH:5]=[C:6]([CH2:10][C:11]([NH:13][C@H:14]([C:16]([OH:18])=O)[CH3:15])=[O:12])[CH:7]=[CH:8][CH:9]=1)([O-:3])=[O:2].[NH2:19][C@@H:20]([CH:29]([O:31][C:32]([CH3:35])([CH3:34])[CH3:33])[CH3:30])[C:21]([N:23]1[CH2:28][CH2:27][O:26][CH2:25][CH2:24]1)=[O:22].C(N[C@H](C(O)=O)[C@@H](C)OC(C)(C)C)(OC(C)(C)C)=O.N1CCOCC1>C(Cl)(Cl)Cl.CO>[N+:1]([C:4]1[CH:5]=[C:6]([CH2:10][C:11]([NH:13][C@H:14]([C:16]([NH:19][C@@H:20]([CH:29]([O:31][C:32]([CH3:33])([CH3:35])[CH3:34])[CH3:30])[C:21]([N:23]2[CH2:28][CH2:27][O:26][CH2:25][CH2:24]2)=[O:22])=[O:18])[CH3:15])=[O:12])[CH:7]=[CH:8][CH:9]=1)([O-:3])=[O:2] |f:4.5|. Procedure: Following General Procedure C and using N-(3-nitrophenylacetyl)-L-alanine (from Example D11 above) and 4-[(S)-2-amino-3-tert-butoxybutyryl]-morpholine (prepared from N-BOC-O-tert-butyl-L-threonine (Sigma) and morpholine (Aldrich) using General Procedure M, followed by removal of the BOC-group using General Procedure P), the title compound was prepared as a solid. The reaction was monitored by tlc (Rf=0.1 in 95:5 CHCl3/MeOH) and the product was purified by silica gel chromatography using 96:4 CHC... Starting materials: ClC1=NC(=C2N=CN(C2=N1)C1CCCC1)NCCNCC1=CC(=C(C=C1)Cl)C(F)(F)F (2-chloro-N-[2-[[[4-chloro-3-(trifluoromethyl)-phenyl]-methyl]-amino]-ethyl]-9-cyclopentyl-9H-purin-6-amine), N[C@@H]1CC[C@H](CC1)N (trans-1,4-diaminocyclohexane). Yields the product Cl.Cl.Cl.N[C@@H]1CC[C@H](CC1)NC1=NC(=C2N=CN(C2=N1)C1CCCC1)NCCNCC1=CC(=C(C=C1)Cl)C(F)(F)F (trans-N2-(4-aminocyclohexyl)-N6-[2-[[[4-chloro-3-(trifluoromethyl)-phenyl]-methyl]-amino]-ethyl]-9-cyclopentyl-9H-purine-2,6-diamine trihydrochloride). Yield: 111.5%. RXN SMILES: [Cl:1][C:2]1[N:10]=[C:9]2[C:5]([N:6]=[CH:7][N:8]2[CH:11]2[CH2:15][CH2:14][CH2:13][CH2:12]2)=[C:4]([NH:16][CH2:17][CH2:18][NH:19][CH2:20][C:21]2[CH:26]=[CH:25][C:24]([Cl:27])=[C:23]([C:28]([F:31])([F:30])[F:29])[CH:22]=2)[N:3]=1.[NH2:32][C@H:33]1[CH2:38][CH2:37][C@H:36]([NH2:39])[CH2:35][CH2:34]1>>[ClH:1].[ClH:1].[ClH:1].[NH2:32][C@H:33]1[CH2:38][CH2:37][C@H:36]([NH:39][C:2]2[N:10]=[C:9]3[C:5]([N:6]=[CH:7][N:8]3[CH:11]3[CH2:15][CH2:14][CH2:13][CH2:12]3)=[C:4]([NH:16][CH2:17][CH2:18][NH:19][CH2:20][C:21]3[CH:26]=[CH:25][C:24]([Cl:27])=[C:23]([C:28]([F:30])([F:31])[F:29])[CH:22]=3)[N:3]=2)[CH2:35][CH2:34]1 |f:2.3.4.5|. Reported procedure: The operation is carried out as in Stage 3 of Example 7 starting from 320 mg of the product obtained in Stage 1 above and 770 mg of trans-1,4-diaminocyclohexane and the reaction medium is heated to approximately 140° C. for 3 hours. After purification by chromatography on silica eluting with methylene chloride/methanol/ammonium hydroxide in a proportion of 85/25/1.5 salification is carried out with 1.4N HCl/EtOH, followed by filtering, washing with 5 ml EtOH then drying at ˜50° C. In this way 16... Reactants: FC1=C(C(=O)C2=C(C=CC=C2)NC(CNC(=O)OCC2=CC=CC=C2)=O)C=CC=C1 (N-(2-(2-Fluorobenzoyl)phenyl)-2-(benzyloxycarbonylamino)acetamide), tert-butyl((2-trimethylstannylphenyl)-(2-(3-m-tolylureido)acethyl)amino)acetate, FC(C1=CC=C(C(=O)Cl)C=C1)(F)F (4-trifluoromethylbenzoylchloride). Yields the product FC(C1=CC=C(C(=O)C2=C(C=CC=C2)NC(CNC(=O)OCC2=CC=CC=C2)=O)C=C1)(F)F (N-(2-(4-Trifluoromethylbenzoyl)phenyl)-2-(benzyloxycarbonylamino)acetamide). The yield is 74.0%. As a reaction SMILES: F[C:2]1[CH:30]=[CH:29][CH:28]=[CH:27][C:3]=1[C:4]([C:6]1[CH:11]=[CH:10][CH:9]=[CH:8][C:7]=1[NH:12][C:13](=[O:26])[CH2:14][NH:15][C:16]([O:18][CH2:19][C:20]1[CH:25]=[CH:24][CH:23]=[CH:22][CH:21]=1)=[O:17])=[O:5].[F:31][C:32]([F:43])([F:42])C1C=CC(C(Cl)=O)=CC=1>>[F:31][C:32]([F:43])([F:42])[C:29]1[CH:30]=[CH:2][C:3]([C:4]([C:6]2[CH:11]=[CH:10][CH:9]=[CH:8][C:7]=2[NH:12][C:13](=[O:26])[CH2:14][NH:15][C:16]([O:18][CH2:19][C:20]2[CH:25]=[CH:24][CH:23]=[CH:22][CH:21]=2)=[O:17])=[O:5])=[CH:27][CH:28]=1. Procedure: According to the method used for synthesis of the compound 28a, the titled compound (592 mg) is synthesized by using tert-butyl((2-trimethylstannylphenyl)-(2-(3-m-tolylureido)acethyl)amino)acetate (1.0 g) and 4-trifluoromethylbenzoylchloride (364 mg). Yield 74%. The reactants are ClCCl, CCCCc1nn2cc(C(=O)O)ccc2c1Cc1ccc(Br)cc1, CCCCCC, C=[N+]=[N-]. Product: CCCCc1nn2cc(C(=O)OC)ccc2c1Cc1ccc(Br)cc1. RXN SMILES: [CH2:34]([Cl:35])[Cl:36].[CH2:4]([CH2:5][CH2:6][CH3:7])[c:8]1[n:9][n:10]2[c:11]([cH:12][cH:13][c:14]([C:16](=[O:17])[OH:18])[cH:15]2)[c:19]1[CH2:20][c:21]1[cH:22][cH:23][c:24]([Br:27])[cH:25][cH:26]1.[CH3:28][CH2:29][CH2:30][CH2:31][CH2:32][CH3:33].[N+:1](=[N-:2])=[CH2:3]>>[CH3:3][O:18][C:16]([c:14]1[cH:13][cH:12][c:11]2[n:10]([n:9][c:8]([CH2:4][CH2:5][CH2:6][CH3:7])[c:19]2[CH2:20][c:21]2[cH:22][cH:23][c:24]([Br:27])[cH:25][cH:26]2)[cH:15]1)=[O:17]. Reactants: CCOC(=O)CC1OB(O)c2cc(Oc3cnccn3)cc(OCc3ccccc3)c21, C1CCOC1, CCO. Product: CCOC(=O)CC1OB(O)c2cc(Oc3cnccn3)cc(O)c21. RXN SMILES: [CH2:1]([CH3:2])[O:3][C:4]([CH2:5][CH:6]1[c:7]2[c:8]([cH:12][c:13]([O:24][c:25]3[n:26][cH:27][cH:28][n:29][cH:30]3)[cH:14][c:15]2[O:16][CH2:17][c:18]2[cH:19][cH:20][cH:21][cH:22][cH:23]2)[B:9]([OH:11])[O:10]1)=[O:31].[CH2:32]1[O:33][CH2:34][CH2:35][CH2:36]1.[CH3:37][CH2:38][OH:39]>>[CH2:1]([CH3:2])[O:3][C:4]([CH2:5][CH:6]1[c:7]2[c:8]([cH:12][c:13]([O:24][c:25]3[n:26][cH:27][cH:28][n:29][cH:30]3)[cH:14][c:15]2[OH:16])[B:9]([OH:11])[O:10]1)=[O:31].